From a dataset of the Open Reaction Database (ORD), a public repository of structured organic reaction records. describe an organic reaction: reactants, conditions, products, and yield Starting materials: C(O)([O-])=O.[Na+] (sodium hydrogen carbonate), O[C@@H]1CC[C@H](CC1)N1C=2N(C(=C(C1=O)CC1=CC=C(C=C1)C=1C(=CC=CC1)C#N)CCC)N=CC2 (4′-{[4-(trans-4-hydroxycyclohexyl)-5-oxo-7-propyl-4,5-dihydropyrazolo[1,5-a]pyrimidin-6-yl]methyl}biphenyl-2-carbonitrile), N1C=NC=C1 (imidazole), C(C)(C)(C)[Si](C)(C)Cl (tert-butyl(chloro)dimethylsilane). The solvent is C(C)(=O)OCC (ethyl acetate), CN(C=O)C (N,N-dimethylformamide). Reaction conditions: time 2 hour. Yields the product [Si](C)(C)(C(C)(C)C)O[C@@H]1CC[C@H](CC1)N1C=2N(C(=C(C1=O)CC1=CC=C(C=C1)C=1C(=CC=CC1)C#N)CCC)N=CC2 (4′-{[4-(trans-4-{[tert-butyl(dimethyl)silyl]oxy}cyclohexyl)-5-oxo-7-propyl-4,5-dihydropyrazolo[1,5-a]pyrimidin-6-yl]methyl}biphenyl-2-carbonitrile). Yield: 90.4%. RXN SMILES: [OH:1][C@H:2]1[CH2:7][CH2:6][C@H:5]([N:8]2[C:13](=[O:14])[C:12]([CH2:15][C:16]3[CH:21]=[CH:20][C:19]([C:22]4[C:23]([C:28]#[N:29])=[CH:24][CH:25]=[CH:26][CH:27]=4)=[CH:18][CH:17]=3)=[C:11]([CH2:30][CH2:31][CH3:32])[N:10]3[N:33]=[CH:34][CH:35]=[C:9]23)[CH2:4][CH2:3]1.N1C=CN=C1.[C:41]([Si:45](Cl)([CH3:47])[CH3:46])([CH3:44])([CH3:43])[CH3:42].C(=O)([O-])O.[Na+]>CN(C)C=O.C(OCC)(=O)C>[Si:45]([O:1][C@H:2]1[CH2:3][CH2:4][C@H:5]([N:8]2[C:13](=[O:14])[C:12]([CH2:15][C:16]3[CH:21]=[CH:20][C:19]([C:22]4[C:23]([C:28]#[N:29])=[CH:24][CH:25]=[CH:26][CH:27]=4)=[CH:18][CH:17]=3)=[C:11]([CH2:30][CH2:31][CH3:32])[N:10]3[N:33]=[CH:34][CH:35]=[C:9]23)[CH2:6][CH2:7]1)([C:41]([CH3:44])([CH3:43])[CH3:42])([CH3:47])[CH3:46] |f:3.4|. Procedure details: To a solution of 4′-{[4-(trans-4-hydroxycyclohexyl)-5-oxo-7-propyl-4,5-dihydropyrazolo[1,5-a]pyrimidin-6-yl]methyl}biphenyl-2-carbonitrile (1.68 g) and imidazole (0.74 g) in N,N-dimethylformamide (20 mL) was added tert-butyl(chloro)dimethylsilane (1.1 g), and the mixture was stirred for 2 hr. To the reaction mixture were added ethyl acetate and saturated aqueous sodium hydrogen carbonate solution, and the mixture was extracted with ethyl acetate. The organic layer was washed with water and then ...